From a dataset of the Open Reaction Database (ORD), a public repository of structured organic reaction records. describe an organic reaction: reactants, conditions, products, and yield Reactants: [BH4-], CO, [Na+], CCOC(=O)C(=O)c1ccccc1COC1CCCCO1, O. Yields the product CCOC(=O)C(O)c1ccccc1COC1CCCCO1. Reaction SMILES: [BH4-:22].[CH3:25][OH:26].[Na+:23].[O:1]=[C:2]([C:3](=[O:4])[O:5][CH2:6][CH3:7])[c:8]1[c:9]([CH2:14][O:15][CH:16]2[O:17][CH2:18][CH2:19][CH2:20][CH2:21]2)[cH:10][cH:11][cH:12][cH:13]1.[OH2:24]>>[OH:1][CH:2]([C:3](=[O:4])[O:5][CH2:6][CH3:7])[c:8]1[c:9]([CH2:14][O:15][CH:16]2[O:17][CH2:18][CH2:19][CH2:20][CH2:21]2)[cH:10][cH:11][cH:12][cH:13]1. Reactants: CC(=O)c1cc(C)c2c(c1C)C(=O)C(C)(C)CS2, I, [K+], [Na+], [OH-], [OH-], O, OCCO, c1ccncc1. The product is Cc1cc(C(=O)O)c(C)c2c1SCC(C)(C)C2=O. Reaction SMILES: [C:1]([CH3:2])(=[O:3])[c:4]1[c:5]([CH3:18])[c:6]2[c:11]([c:12]([CH3:14])[cH:13]1)[S:10][CH2:9][C:8]([CH3:15])([CH3:16])[C:7]2=[O:17].[I:19].[K+:21].[Na+:23].[OH-:20].[OH-:22].[OH2:24].[OH:25][CH2:26][CH2:27][OH:28].[cH:29]1[cH:30][cH:31][n:32][cH:33][cH:34]1>>[C:1]([OH:3])([c:4]1[c:5]([CH3:18])[c:6]2[c:11]([c:12]([CH3:14])[cH:13]1)[S:10][CH2:9][C:8]([CH3:15])([CH3:16])[C:7]2=[O:17])=[O:20]. The reactants are C(#N)C1=CN(C2=CC=CC=C12)CO (3-cyano-1H-indole-1-ylmethanol), S(=O)(Cl)Cl (thionyl chloride). The solvent is ClCCl (dichloromethane). Conditions: time 3 hour. Yields the product ClCN1C=C(C2=CC=CC=C12)C#N (1-(chloromethyl)-3-cyano-1H-indole). RXN SMILES: [C:1]([C:3]1[C:11]2[C:6](=[CH:7][CH:8]=[CH:9][CH:10]=2)[N:5]([CH2:12]O)[CH:4]=1)#[N:2].S(Cl)([Cl:16])=O>ClCCl>[Cl:16][CH2:12][N:5]1[C:6]2[C:11](=[CH:10][CH:9]=[CH:8][CH:7]=2)[C:3]([C:1]#[N:2])=[CH:4]1. Procedure details: 1.69 g of 3-cyano-1H-indole-1-ylmethanol was dissolved to 30 ml of dichloromethane. 1.4 ml of thionyl chloride was added to the solution, followed by stirring at room temperature for 3 hours. The reaction mixture was concentrated under reduced pressure to obtain 1.70 g of 1-(chloromethyl)-3-cyano-1H-indole. Starting materials: CSc1ncc(Br)c(NC2CCCNC2)n1, CS(=O)(=O)Cl, CCN(C(C)C)C(C)C, ClCCl. The product is CSc1ncc(Br)c(NC2CCCN(S(C)(=O)=O)C2)n1. RXN SMILES: [Br:1][c:2]1[c:3]([NH:10][CH:11]2[CH2:12][NH:13][CH2:14][CH2:15][CH2:16]2)[n:4][c:5]([S:8][CH3:9])[n:6][cH:7]1.[CH3:26][S:27]([Cl:28])(=[O:29])=[O:30].[CH:17]([N:18]([CH:19]([CH3:20])[CH3:21])[CH2:22][CH3:23])([CH3:24])[CH3:25].[Cl:31][CH2:32][Cl:33]>>[Br:1][c:2]1[c:3]([NH:10][CH:11]2[CH2:12][N:13]([S:27]([CH3:26])(=[O:29])=[O:30])[CH2:14][CH2:15][CH2:16]2)[n:4][c:5]([S:8][CH3:9])[n:6][cH:7]1. As a reaction SMILES: [C:1]([NH2:11])(=O)[CH:2]=[CH:3][C:4]1[CH:9]=[CH:8][CH:7]=[CH:6][CH:5]=1.COC1C=CC(P2(SP(C3C=CC(OC)=CC=3)(=S)S2)=[S:21])=CC=1.Br[CH:35]([CH3:43])[C:36](=O)[CH2:37][C:38]([O:40][CH3:41])=[O:39]>O1CCCC1>[CH3:43][C:35]1[S:21][C:1]([CH:2]=[CH:3][C:4]2[CH:9]=[CH:8][CH:7]=[CH:6][CH:5]=2)=[N:11][C:36]=1[CH2:37][C:38]([O:40][CH3:41])=[O:39]. The reactants are COC=1C=CC(=CC1)P2(=S)SP(=S)(S2)C=3C=CC(=CC3)OC (Lawesson's reagent), C(C=CC1=CC=CC=C1)(=O)N (Cinnamamide), BrC(C(CC(=O)OC)=O)C (methyl 4-bromo-3-oxopentanoate). The yield is 86.9%. Solvent: O1CCCC1 (tetrahydrofuran). Yields the product CC1=C(N=C(S1)C=CC1=CC=CC=C1)CC(=O)OC (methyl (5-methyl-2-styrylthiazole-4-yl)acetate). Procedure: Cinnamamide (3.27 g) was dissolved in tetrahydrofuran (33 ml), and Lawesson's reagent (4.94 g) was added. The mixture was refluxed for 3 h and methyl 4-bromo-3-oxopentanoate (6.97 g) was added. The mixture was further refluxed for 11 h. Tetrahydrofuran was evaporated under reduced pressure and ethyl acetate (300 ml) was added to the obtained residue. The mixture was washed with water (200 ml) and then with saturated brine (200 ml), and dried (Na2SO4). Ethyl acetate was evaporated under reduced p... Reactants: FC(C=1C=C(OC2CCC(CC2)=O)C=CC1)(F)F (4-(3-trifluoromethylphenoxy)cyclohexanone), C(#N)NC(=N)N (cyanoguanidine). The solvent is C(C)OCCOCCO (2-(2-ethoxyethoxy)ethanol). Product: NC1=NC=2CCC(CC2C(=N1)N)OC1=CC(=CC=C1)C(F)(F)F (2,4-diamino-6-(3-trifluoromethylphenoxy)-5,6,7,8-tetrahydroquinazoline). Reaction SMILES: [F:1][C:2]([F:18])([F:17])[C:3]1[CH:4]=[C:5]([CH:14]=[CH:15][CH:16]=1)[O:6][CH:7]1[CH2:12][CH2:11][C:10](=O)[CH2:9][CH2:8]1.[C:19]([NH:21][C:22]([NH2:24])=[NH:23])#[N:20]>C(OCCOCCO)C>[NH2:24][C:22]1[N:21]=[C:19]([NH2:20])[C:11]2[CH2:12][CH:7]([O:6][C:5]3[CH:14]=[CH:15][CH:16]=[C:3]([C:2]([F:18])([F:17])[F:1])[CH:4]=3)[CH2:8][CH2:9][C:10]=2[N:23]=1. Procedure: This compound is prepared in a manner analogous to that of Example 1, using 3.4 grams (0.013 mole) of 4-(3-trifluoromethylphenoxy)cyclohexanone and 1.2 grams (0.014 mole) of cyanoguanidine in 2-(2-ethoxyethoxy)ethanol, yielding 2,4-diamino-6-(3-trifluoromethylphenoxy)-5,6,7,8-tetrahydroquinazoline. The reactants are CC(C)(C)OC(=O)N1CCCCC1C(=O)O, CN(C(=O)c1ccc(Cl)cc1)C1CCNCC1c1ccc(Cl)c(Cl)c1, Cl. Yields the product CN(C(=O)c1ccc(Cl)cc1)C1CCN(C(=O)C2CCCCN2C(=O)OC(C)(C)C)CC1c1ccc(Cl)c(Cl)c1. As a reaction SMILES: [C:27]([CH3:28])([CH3:29])([CH3:30])[O:31][C:32](=[O:33])[N:34]1[CH:35]([C:40](=[O:41])[OH:42])[CH2:36][CH2:37][CH2:38][CH2:39]1.[Cl:2][c:3]1[cH:4][cH:5][c:6]([C:7](=[O:8])[N:9]([CH3:10])[CH:11]2[CH:12]([c:17]3[cH:18][c:19]([Cl:24])[c:20]([Cl:23])[cH:21][cH:22]3)[CH2:13][NH:14][CH2:15][CH2:16]2)[cH:25][cH:26]1.[ClH:1]>>[Cl:2][c:3]1[cH:4][cH:5][c:6]([C:7](=[O:8])[N:9]([CH3:10])[CH:11]2[CH:12]([c:17]3[cH:18][c:19]([Cl:24])[c:20]([Cl:23])[cH:21][cH:22]3)[CH2:13][N:14]([C:40]([CH:35]3[N:34]([C:32]([O:31][C:27]([CH3:28])([CH3:29])[CH3:30])=[O:33])[CH2:39][CH2:38][CH2:37][CH2:36]3)=[O:41])[CH2:15][CH2:16]2)[cH:25][cH:26]1. Product: CC(C)(C)C(O)c1ccc(CO)cc1. As a reaction SMILES: [Al+3:2].[C:7]([C:8]([CH3:9])([CH3:10])[CH3:11])(=[O:12])[c:13]1[cH:14][cH:15][c:16]([CH2:17][OH:18])[cH:19][cH:20]1.[H-:1].[H-:4].[H-:5].[H-:6].[Li+:3].[Na+:21].[Na+:22].[O-:23][S:24](=[O:25])(=[O:26])[O-:27].[O:28]1[CH2:29][CH2:30][CH2:31][CH2:32]1>>[CH:7]([C:8]([CH3:9])([CH3:10])[CH3:11])([OH:12])[c:13]1[cH:14][cH:15][c:16]([CH2:17][OH:18])[cH:19][cH:20]1. The reactants are [Al+3], CC(C)(C)C(=O)c1ccc(CO)cc1, [H-], [H-], [H-], [H-], [Li+], [Na+], [Na+], O=S(=O)([O-])[O-], C1CCOC1.